This data is from the Open Reaction Database (ORD), a public repository of structured organic reaction records. The task is: describe an organic reaction: reactants, conditions, products, and yield The reactants are O=C([O-])[O-], CC(c1c(Cl)ccc(F)c1Cl)c1c[nH]c2ncc(B3OC(C)(C)C(C)(C)O3)cc12, O=C1CCC(n2cc(I)cn2)CC1, [K+], [K+], C1COCCO1, O, c1ccc(P(c2ccccc2)(c2ccccc2)[Pd](P(c2ccccc2)(c2ccccc2)c2ccccc2)(P(c2ccccc2)(c2ccccc2)c2ccccc2)P(c2ccccc2)(c2ccccc2)c2ccccc2)cc1. The product is CC(c1c(Cl)ccc(F)c1Cl)c1c[nH]c2ncc(-c3cnn(C4CCC(=O)CC4)c3)cc12. As a reaction SMILES: [C:43](=[O:44])([O-:45])[O-:46].[Cl:1][c:2]1[c:3]([CH:10]([CH3:11])[c:12]2[cH:13][nH:14][c:15]3[n:16][cH:17][c:18]([B:21]4[O:22][C:23]([CH3:24])([CH3:25])[C:26]([CH3:27])([CH3:28])[O:29]4)[cH:19][c:20]23)[c:4]([Cl:9])[cH:5][cH:6][c:7]1[F:8].[I:30][c:31]1[cH:32][n:33][n:34]([CH:36]2[CH2:37][CH2:38][C:39](=[O:42])[CH2:40][CH2:41]2)[cH:35]1.[K+:47].[K+:48].[O:49]1[CH2:50][CH2:51][O:52][CH2:53][CH2:54]1.[OH2:132].[cH:55]1[cH:56][cH:57][c:58]([P:59]([Pd:60]([P:61]([c:62]2[cH:63][cH:64][cH:65][cH:66][cH:67]2)([c:68]2[cH:69][cH:70][cH:71][cH:72][cH:73]2)[c:74]2[cH:75][cH:76][cH:77][cH:78][cH:79]2)([P:80]([c:81]2[cH:82][cH:83][cH:84][cH:85][cH:86]2)([c:87]2[cH:88][cH:89][cH:90][cH:91][cH:92]2)[c:93]2[cH:94][cH:95][cH:96][cH:97][cH:98]2)[P:99]([c:100]2[cH:101][cH:102][cH:103][cH:104][cH:105]2)([c:106]2[cH:107][cH:108][cH:109][cH:110][cH:111]2)[c:112]2[cH:113][cH:114][cH:115][cH:116][cH:117]2)([c:118]2[cH:119][cH:120][cH:121][cH:122][cH:123]2)[c:124]2[cH:125][cH:126][cH:127][cH:128][cH:129]2)[cH:130][cH:131]1>>[Cl:1][c:2]1[c:3]([CH:10]([CH3:11])[c:12]2[cH:13][nH:14][c:15]3[n:16][cH:17][c:18](-[c:31]4[cH:32][n:33][n:34]([CH:36]5[CH2:37][CH2:38][C:39](=[O:42])[CH2:40][CH2:41]5)[cH:35]4)[cH:19][c:20]23)[c:4]([Cl:9])[cH:5][cH:6][c:7]1[F:8]. Starting materials: [BH4-], CCOC(=O)c1noc(-c2ccc(C#N)cc2)n1, CO, [Na+], C1CCOC1, O. Yields the product N#Cc1ccc(-c2nc(CO)no2)cc1. As a reaction SMILES: [BH4-:24].[C:1](#[N:2])[c:3]1[cH:4][cH:5][c:6](-[c:9]2[n:10][c:11]([C:14](=[O:15])[O:16][CH2:17][CH3:18])[n:12][o:13]2)[cH:7][cH:8]1.[CH3:27][OH:28].[Na+:25].[O:19]1[CH2:20][CH2:21][CH2:22][CH2:23]1.[OH2:26]>>[C:1](#[N:2])[c:3]1[cH:4][cH:5][c:6](-[c:9]2[n:10][c:11]([CH2:14][OH:15])[n:12][o:13]2)[cH:7][cH:8]1. The reactants are C(#N)N(C(C(C)Br)=O)C (2-bromopropionic acid N-cyano-N-methylamide), C=1(O)C(=CC(O)=CC1)C1=CC=CC=C1COCC1=CC=CC=C1C=1C(O)=CC=C(C1)O (hydroquinone monobenzyl ether), C([O-])([O-])=O.[K+].[K+] (potassium carbonate). Solvent: CN(C=O)C (dimethylformamide). Yields the product C(#N)N(C(C(C)OC1=CC=C(C=C1)OCC1=CC=CC=C1)=O)C (2-(4-benzyloxyphenoxy)propionic acid N-cyano-N-methylamide). Yield: 62.8%. Reaction SMILES: [C:1]([N:3]([CH3:9])[C:4](=[O:8])[CH:5](Br)[CH3:6])#[N:2].C1(C(C2[C:23]([CH2:24][O:25][CH2:26][C:27]3[C:32](C4C(=CC=C(O)C=4)O)=[CH:31][CH:30]=[CH:29][CH:28]=3)=[CH:22][CH:21]=[CH:20][CH:19]=2)=CC(=CC=1)O)O.C(=O)([O-])[O-:42].[K+].[K+]>CN(C)C=O>[C:1]([N:3]([CH3:9])[C:4](=[O:8])[CH:5]([O:42][C:21]1[CH:20]=[CH:19][C:24]([O:25][CH2:26][C:27]2[CH:28]=[CH:29][CH:30]=[CH:31][CH:32]=2)=[CH:23][CH:22]=1)[CH3:6])#[N:2] |f:2.3.4|. Procedure details: With efficient stirring, 19.1 g (0.1 mole) of 2-bromopropionic acid N-cyano-N-methylamide are added dropwise to a solution of 20.0 g (0.1 mole) of hydroquinone monobenzyl ether and 16.5 g (0.12 mole) of potassium carbonate in 200 ml of dimethylformamide. After the slightly exothermic reaction has subsided, the reaction mixture is heated for 3 hours to 40° C. The precipitated salts are then removed by filtration and the filtrate is concentrated by evaporation. The residue is dissolved in ether an... Starting materials: CC(C#CC1=NC=CC=N1)(OC1=CC=C(C#N)C=C1)C (4-[1,1-dimethyl-3-(2-pyrimidinyl)-2-pro pynyloxy]benzonitrile). The solvent is C1=CC(=CC=C1Cl)Cl (dichlorobenzene). Product: CC1(OC2=C(C(=C1)C1=NC=CC=N1)C=C(C=C2)C#N)C (2,2-dimethyl-4-(2-pyrimidinyl)-2H-1-benzopyran-6-carbonitrile). Yield: 62.2%. RXN SMILES: [CH3:1][C:2]([CH3:20])([O:11][C:12]1[CH:19]=[CH:18][C:15]([C:16]#[N:17])=[CH:14][CH:13]=1)[C:3]#[C:4][C:5]1[N:10]=[CH:9][CH:8]=[CH:7][N:6]=1>C1C(Cl)=CC=C(Cl)C=1>[CH3:1][C:2]1([CH3:20])[CH:3]=[C:4]([C:5]2[N:6]=[CH:7][CH:8]=[CH:9][N:10]=2)[C:19]2[CH:18]=[C:15]([C:16]#[N:17])[CH:14]=[CH:13][C:12]=2[O:11]1. Procedure: 580 mg of 4-[1,1-dimethyl-3-(2-pyrimidinyl)-2-pro pynyloxy]benzonitrile were heated at reflux for 3 hours in 20 ml of dichlorobenzene. The solution was allowed to cool and was then evaporated to dryness. The residue was chromatographed on silica gel using ethyl acetate/petroleum ether (1:2) and subsequently ethyl acetate/petroleum ether (1:1) for the elution. There was obtained 361 mg of 2,2-dimethyl-4-(2-pyrimidinyl)-2H-1-benzopyran-6-carbonitrile which melted at 108°-109.5° C. after recrystall... Starting materials: COC(C(CC)(CNC(C)C)CC)=O (methyl2-ethyl-2-[(propan-2-ylamino)methyl]butanoate), C1(CCCC1)=O (Cyclopentanone), oil. The product is COC(C(CC)(CC)CNC1CCCC1)=O (methyl2-[(cyclopentylamino)methyl]-2-ethyl-butanoate). RXN SMILES: [CH3:1][O:2][C:3](=[O:14])[C:4]([CH2:12][CH3:13])([CH2:7][NH:8][CH:9]([CH3:11])[CH3:10])[CH2:5][CH3:6].[C:15]1(=O)CCC[CH2:16]1>>[CH3:1][O:2][C:3](=[O:14])[C:4]([CH2:7][NH:8][CH:9]1[CH2:10][CH2:16][CH2:15][CH2:11]1)([CH2:12][CH3:13])[CH2:5][CH3:6]. Reported procedure: The title compound was prepared by an analogous method to the preparation of Intermediate 200, on a 50 mmol scale utilising Cyclopentanone (Aldrich; 6.33 g, 75 mmol), and distillation at 50° C. and 0.53 mbar pressure, as a clear oil (7.5 g, 65%) Reactants: FC(C(=O)O)(F)F (Trifluoroacetic acid), C(C)(C)(C)OC(=O)N1C(=CC=2C(=NC=CC21)Cl)CN2C(CN(CC2)C(=O)OCC2=CC=CC=C2)=O (2-(4-benzyloxycarbonyl-2-oxo-piperazin-1-ylmethyl)-4-chloro-pyrrolo[3,2-c]pyridine-1-carboxylic acid tert-butyl ester). Solvent: C(Cl)Cl (CH2Cl2), C(Cl)Cl (CH2Cl2). Reaction conditions: time 8 hour. Product: C(C1=CC=CC=C1)OC(=O)N1CC(N(CC1)CC1=CC=2C(=NC=CC2N1)Cl)=O (4-(4-Chloro-1H-pyrrolo[3.2-c]pyridin-2-ylmethyl)-3-oxo-piperazine-1-carboxylic acid benzyl ester). RXN SMILES: FC(F)(F)C(O)=O.C(OC([N:15]1[C:23]2[CH:22]=[CH:21][N:20]=[C:19]([Cl:24])[C:18]=2[CH:17]=[C:16]1[CH2:25][N:26]1[CH2:31][CH2:30][N:29]([C:32]([O:34][CH2:35][C:36]2[CH:41]=[CH:40][CH:39]=[CH:38][CH:37]=2)=[O:33])[CH2:28][C:27]1=[O:42])=O)(C)(C)C>C(Cl)Cl>[CH2:35]([O:34][C:32]([N:29]1[CH2:30][CH2:31][N:26]([CH2:25][C:16]2[NH:15][C:23]3[CH:22]=[CH:21][N:20]=[C:19]([Cl:24])[C:18]=3[CH:17]=2)[C:27](=[O:42])[CH2:28]1)=[O:33])[C:36]1[CH:37]=[CH:38][CH:39]=[CH:40][CH:41]=1. Reported procedure: Trifluoroacetic acid (10 mL) is added to a solution of 2-(4-benzyloxycarbonyl-2-oxo-piperazin-1-ylmethyl)-4-chloro-pyrrolo[3,2-c]pyridine-1-carboxylic acid tert-butyl ester (5.66 g, 11.3 mmol, prepared in the same manner as described previously) in CH2Cl2 (10 mL). The solution is stirred overnight then diluted with CH2Cl2 and washed with saturated NaHCO3 and brine. The organic layer is dried over MgSO4, filtered and concentrated to dryness. The crude product is chromatographed eluting with 1-5% ...